From a dataset of the Open Reaction Database (ORD), a public repository of structured organic reaction records. describe an organic reaction: reactants, conditions, products, and yield Reaction SMILES: [Br:35][CH2:36][CH2:37][CH2:38][CH2:39][C:40](=[O:41])[O:42][CH2:43][CH3:44].[C:1]([CH3:2])([CH3:3])([CH3:4])[c:5]1[n:6][c:7](-[c:10]2[o:11][c:12]3[c:13]([cH:14]2)[cH:15][c:16]([CH2:19][n:20]2[cH:21][c:22]([CH2:30][C:31](=[O:32])[O:33][CH3:34])[c:23]4[cH:24][c:25]([OH:29])[cH:26][cH:27][c:28]24)[cH:17][cH:18]3)[s:8][cH:9]1.[C:45](=[O:46])([O-:47])[O-:48].[CH3:51][C:52]([CH2:53][CH3:54])=[O:55].[K+:49].[K+:50]>>[C:1]([CH3:2])([CH3:3])([CH3:4])[c:5]1[n:6][c:7](-[c:10]2[o:11][c:12]3[c:13]([cH:14]2)[cH:15][c:16]([CH2:19][n:20]2[cH:21][c:22]([CH2:30][C:31](=[O:32])[O:33][CH3:34])[c:23]4[cH:24][c:25]([O:29][CH2:36][CH2:37][CH2:38][CH2:39][C:40](=[O:41])[O:42][CH2:43][CH3:44])[cH:26][cH:27][c:28]24)[cH:17][cH:18]3)[s:8][cH:9]1. Product: CCOC(=O)CCCCOc1ccc2c(c1)c(CC(=O)OC)cn2Cc1ccc2oc(-c3nc(C(C)(C)C)cs3)cc2c1. The reactants are CCOC(=O)CCCCBr, COC(=O)Cc1cn(Cc2ccc3oc(-c4nc(C(C)(C)C)cs4)cc3c2)c2ccc(O)cc12, O=C([O-])[O-], CCC(C)=O, [K+], [K+]. Starting materials: COC=1C=CC=2C3=C(NC2C1)C(C(C3)CC3CCN(CC3)CC3=CC=CC=C3)=O (1,2,3,4-tetrahydro-6-methoxy-2-[[1-(phenylmethyl)-4-piperidinyl]methyl]cyclopent[b]indol-3-one), C([O-])(O)=O.[Na+] (sodium bicarbonate). Solvent: Br (HBr). Reaction conditions: temperature 110 celsius. Yields the product OC=1C=CC=2C3=C(NC2C1)C(C(C3)CC3CCN(CC3)CC3=CC=CC=C3)=O (1,2,3,4-tetrahydro-6-hydroxy-2-[[1-(phenylmethyl)-4-piperidinyl]methyl]cyclopent[b]indol-3-one). Isolated yield 52.4%. As a reaction SMILES: C[O:2][C:3]1[CH:4]=[CH:5][C:6]2[C:7]3[CH2:14][CH:13]([CH2:15][CH:16]4[CH2:21][CH2:20][N:19]([CH2:22][C:23]5[CH:28]=[CH:27][CH:26]=[CH:25][CH:24]=5)[CH2:18][CH2:17]4)[C:12](=[O:29])[C:8]=3[NH:9][C:10]=2[CH:11]=1.C(=O)(O)[O-].[Na+]>Br>[OH:2][C:3]1[CH:4]=[CH:5][C:6]2[C:7]3[CH2:14][CH:13]([CH2:15][CH:16]4[CH2:21][CH2:20][N:19]([CH2:22][C:23]5[CH:28]=[CH:27][CH:26]=[CH:25][CH:24]=5)[CH2:18][CH2:17]4)[C:12](=[O:29])[C:8]=3[NH:9][C:10]=2[CH:11]=1 |f:1.2|. Procedure: A mixture of 1,2,3,4-tetrahydro-6-methoxy-2-[[1-(phenylmethyl)-4-piperidinyl]methyl]cyclopent[b]indol-3-one (200 mg, 0.51 mmol) and 48% HBr (30 ml) was heated to 110° C. for 3.5 hours. The reaction mixture was allowed to cool and saturated sodium bicarbonate was added until pH 8. The mixture obtained was filtered and the aqueous filrate was extracted with ethanol and the resulting mixture was filtered. Aqueous Na2S2O4 was added to the ethanolic filtrate and the light brown solution obtained was ... Starting materials: C(C1=CN=CC=C1)(=O)O (nicotinic acid), N,N'-carbonyldiimidazole, NC1=NC2=NC(=CC=C2C=C1)Cl (2-amino-7-chloro-1,8-naphthyridine). Solvent: C(C)#N (acetonitrile). Conditions: temperature 4 celsius. The product is ClC1=CC=C2C=CC(=NC2=N1)NC(=O)C=1C=NC=CC1 (N-(7-chloro-1,8-naphthyridin-2-yl)-3-pyridylcarboxamide). The yield is 68.3%. RXN SMILES: [C:1]([OH:9])(=O)[C:2]1[CH:7]=[CH:6][CH:5]=[N:4][CH:3]=1.[NH2:10][C:11]1[CH:20]=[CH:19][C:18]2[C:13](=[N:14][C:15]([Cl:21])=[CH:16][CH:17]=2)[N:12]=1>C(#N)C>[Cl:21][C:15]1[N:14]=[C:13]2[C:18]([CH:19]=[CH:20][C:11]([NH:10][C:1]([C:2]3[CH:3]=[N:4][CH:5]=[CH:6][CH:7]=3)=[O:9])=[N:12]2)=[CH:17][CH:16]=1. Procedure: The procedure is similar to that described in Example 1, but starting with nicotinic acid (3.7 g), N,N'-carbonyldiimidazole (4.9 g) and 2-amino-7-chloro-1,8-naphthyridine (3.6 g). The product precipitated in the mixture is separated by filtration, washed with tetrahydrofuran (3×20 cc) and water (3×50 cc), and is then dried at 50° C. under reduced pressure (0.067 kPa). The product produced (4.75 g; m.p. 200° C.) is dissolved in boiling acetonitrile (435 cc). After 2 hours' cooling at 4° C., the c... As a reaction SMILES: [CH2:1]([c:2]1[cH:3][cH:4][cH:5][cH:6][cH:7]1)[N:8]1[CH2:9][CH2:10][C:11]2([O:12][C:13](=[O:21])[c:14]3[c:15]([cH:17][cH:18][cH:19][cH:20]3)[CH2:16]2)[CH2:22][CH2:23]1.[CH3:24][CH2:25][OH:26]>>[NH:8]1[CH2:9][CH2:10][C:11]2([O:12][C:13](=[O:21])[c:14]3[c:15]([cH:17][cH:18][cH:19][cH:20]3)[CH2:16]2)[CH2:22][CH2:23]1. Product: O=C1OC2(CCNCC2)Cc2ccccc21. Starting materials: O=C1OC2(CCN(Cc3ccccc3)CC2)Cc2ccccc21, CCO. The reactants are ice water, [Cl-].[Li+] (Lithium chloride), O (water), C(#N)C1=CC(=C(C=C1)C(C(=O)OCC)C(=O)OCC)[N+](=O)[O-] (diethyl (4-cyano-2-nitrophenyl)malonate). Run in CS(=O)C (DMSO). Run at temperature 100 celsius. Product: C(#N)C1=CC(=C(C=C1)CC(=O)OCC)[N+](=O)[O-] (ethyl (4-cyano-2-nitrophenyl)acetate). The yield is 91.1%. Reaction SMILES: [Cl-].[Li+].O.[C:4]([C:6]1[CH:11]=[CH:10][C:9]([CH:12](C(OCC)=O)[C:13]([O:15][CH2:16][CH3:17])=[O:14])=[C:8]([N+:23]([O-:25])=[O:24])[CH:7]=1)#[N:5]>CS(C)=O>[C:4]([C:6]1[CH:11]=[CH:10][C:9]([CH2:12][C:13]([O:15][CH2:16][CH3:17])=[O:14])=[C:8]([N+:23]([O-:25])=[O:24])[CH:7]=1)#[N:5] |f:0.1|. Procedure details: Lithium chloride (10.7 g, 255 mmol) and water (2.3 g, 127 mmol) were added to a solution of diethyl (4-cyano-2-nitrophenyl)malonate (39 g, 127 mmol) in DMSO (700 ml) under argon and the solution was heated at 100° C. for 4 hours. The reaction mixture was allowed to cool and then poured slowly into stirred ice water (1000 ml). The resulting pale yellow precipitate was colllected by filtration, washed with water (100 ml×4) and dried under vacuum to give ethyl (4-cyano-2-nitrophenyl)acetate (27.1 g...